Dataset: the Open Reaction Database (ORD), a public repository of structured organic reaction records. Task: describe an organic reaction: reactants, conditions, products, and yield The reactants are CCN(C(C)C)C(C)C, Cc1cc(Cl)cnc1CN(Cc1ncccc1C(C)(C)c1ccc(F)cc1)C1CCNCC1, CN(C)C=O, O=C(Nc1ncc[nH]1)n1ccnc1. The product is Cc1cc(Cl)cnc1CN(Cc1ncccc1C(C)(C)c1ccc(F)cc1)C1CCN(C(=O)Nc2ncc[nH]2)CC1. Reaction SMILES: [CH:47]([N:48]([CH2:49][CH3:50])[CH:51]([CH3:52])[CH3:53])([CH3:54])[CH3:55].[Cl:1][c:2]1[cH:3][c:4]([CH3:33])[c:5]([CH2:8][N:9]([CH:10]2[CH2:11][CH2:12][NH:13][CH2:14][CH2:15]2)[CH2:16][c:17]2[n:18][cH:19][cH:20][cH:21][c:22]2[C:23]([CH3:24])([CH3:25])[c:26]2[cH:27][cH:28][c:29]([F:32])[cH:30][cH:31]2)[n:6][cH:7]1.[O:56]=[CH:57][N:58]([CH3:59])[CH3:60].[nH:34]1[c:35]([NH:39][C:40](=[O:41])[n:42]2[cH:43][cH:44][n:45][cH:46]2)[n:36][cH:37][cH:38]1>>[Cl:1][c:2]1[cH:3][c:4]([CH3:33])[c:5]([CH2:8][N:9]([CH:10]2[CH2:11][CH2:12][N:13]([C:40]([NH:39][c:35]3[nH:34][cH:38][cH:37][n:36]3)=[O:41])[CH2:14][CH2:15]2)[CH2:16][c:17]2[n:18][cH:19][cH:20][cH:21][c:22]2[C:23]([CH3:24])([CH3:25])[c:26]2[cH:27][cH:28][c:29]([F:32])[cH:30][cH:31]2)[n:6][cH:7]1. The reactants are NaPO4, CC1=CC(=O)OC2=C1C=CC(=C2)O[C@H]3[C@@H]([C@H]([C@@H]([C@H](O3)C(=O)O)O)O)O (4-methylumbelliferyl-β-D-glucuronide). The solvent is C(=O)([O-])[O-].[Na+].[Na+] (Na2CO3). Run at time 1 hour. The product is CC1=CC(=O)OC2=C1C=CC(=C2)O (4-methylumbelliferone). As a reaction SMILES: [CH3:1][C:2]1[C:8]2[CH:9]=[CH:10][C:11]([O:13][C@@H]3O[C@H](C(O)=O)[C@@H](O)[C@H](O)[C@H]3O)=[CH:12][C:7]=2[O:6][C:4](=[O:5])[CH:3]=1>C([O-])([O-])=O.[Na+].[Na+]>[CH3:1][C:2]1[C:8]2[CH:9]=[CH:10][C:11]([OH:13])=[CH:12][C:7]=2[O:6][C:4](=[O:5])[CH:3]=1 |f:1.2.3|. Procedure details: To evaluate the activity of various promoters, GUS fluorescence was assayed by the method of Jefferson (1987). Maturing seeds at 17 DAF were homogenized in GUS extraction buffer (50 mM NaPO4 (pH 7.01, 10 mM 2-mercaptoethanol, 10 mM Na2-EDTA, 0.1% SDS, 0.1% Triton X-100). After centrifugation, 10 μl of the supernatant was mixed with 90 μl assay buffer containing 1 mM 4-methylumbelliferyl-β-D-glucuronide (MUG). After incubating for one hour at 37° C., 900 μl of 0.2 M Na2CO3 was added to the mixtur... Reactants: C(C)OC(=O)C=1N=CC2=CC(=CC=C2C1O)Br (7-Bromo-4-hydroxy-isoquinoline-3-carboxylic acid ethyl ester), FC1=CC=C(C=C1)NC(=O)N (4-Fluorophenylurea). Yields the product C(C)OC(=O)C=1N=CC2=CC(=CC=C2C1O)NC(=O)NC1=CC=C(C=C1)F (7-[3-(4-Fluoro-phenyl)-ureido]-4-hydroxy-isoquinoline-3-carboxylic acid ethyl ester). RXN SMILES: [CH2:1]([O:3][C:4]([C:6]1[N:7]=[CH:8][C:9]2[C:14]([C:15]=1[OH:16])=[CH:13][CH:12]=[C:11](Br)[CH:10]=2)=[O:5])[CH3:2].[F:18][C:19]1[CH:24]=[CH:23][C:22]([NH:25][C:26]([NH2:28])=[O:27])=[CH:21][CH:20]=1>>[CH2:1]([O:3][C:4]([C:6]1[N:7]=[CH:8][C:9]2[C:14]([C:15]=1[OH:16])=[CH:13][CH:12]=[C:11]([NH:28][C:26]([NH:25][C:22]1[CH:23]=[CH:24][C:19]([F:18])=[CH:20][CH:21]=1)=[O:27])[CH:10]=2)=[O:5])[CH3:2]. Procedure: 7-[3-(4-Fluoro-phenyl)-ureido]-4-hydroxy-isoquinoline-3-carboxylic acid ethyl ester was prepared from 7-Bromo-4-hydroxy-isoquinoline-3-carboxylic acid ethyl ester under conditions analogous to Example 116(a) using 4-Fluorophenylurea. MS ESI(+) m/e: 370.0130 (M+1). Starting materials: BrCCC1=CNC2=CC=CC=C12 (3-(2-bromoethyl)indole), ClC1=CC=C(C=C1)C1(CCNCC1)O (4-(p-chlorophenyl)piperidin-4-ol), C([O-])([O-])=O.[K+].[K+] (potassium carbonate). Solvent: CN(C=O)C (dimethylformamide). The product is N1C=C(C2=CC=CC=C12)CCN1CCC(CC1)(O)C1=CC=C(C=C1)Cl (1-(2-(Indol-3-yl)ethyl)-4-(p-chlorophenyl)-4-hydroxypiperidine). Yield: 59.1%. RXN SMILES: Br[CH2:2][CH2:3][C:4]1[C:12]2[C:7](=[CH:8][CH:9]=[CH:10][CH:11]=2)[NH:6][CH:5]=1.[Cl:13][C:14]1[CH:19]=[CH:18][C:17]([C:20]2([OH:26])[CH2:25][CH2:24][NH:23][CH2:22][CH2:21]2)=[CH:16][CH:15]=1.C(=O)([O-])[O-].[K+].[K+]>CN(C)C=O>[NH:6]1[C:7]2[C:12](=[CH:11][CH:10]=[CH:9][CH:8]=2)[C:4]([CH2:3][CH2:2][N:23]2[CH2:22][CH2:21][C:20]([C:17]3[CH:18]=[CH:19][C:14]([Cl:13])=[CH:15][CH:16]=3)([OH:26])[CH2:25][CH2:24]2)=[CH:5]1 |f:2.3.4|. Procedure: A mixture of 3-(2-bromoethyl)indole (1.06 g; 4.73 mM), 4-(p-chlorophenyl)piperidin-4-ol (1.0 g; 4.72 mM), potassium carbonate (0.75 g; 5.42 mM) and dimethylformamide (12 ml) was stirred in an oil-bath maintained at 75° for 19.5 hours under a nitrogen blanket. The mixture was poured onto water (50 ml) and cooled in ice. The sticky, yellow solid which formed was filtered off and washed well with water. It was then promptly transferred to a new flask (the solid tended to gum) and dissolved in ethan...